Dataset: the Open Reaction Database (ORD), a public repository of structured organic reaction records. Task: describe an organic reaction: reactants, conditions, products, and yield Starting materials: C(C)(C)(C)OC(=O)N1C(OC[C@H]1C(=O)O)(C)C ((S)-3-(tert-butoxycarbonyl)-2,2-dimethyloxazolidine-4-carboxylic acid), NC=1C=C(C=CC1N)C1=CC=C(C=C1)C#N (3′,4′-diaminobiphenyl-4-carbonitrile). Yields the product N[C@@H](CO)C1=NC2=C(N1)C=CC(=C2)C2=CC=C(C#N)C=C2 (4-{2-[(1R)-1-Amino-2-hydroxyethyl]-1H-benzimidazol-5-yl}benzonitrile). RXN SMILES: C(OC([N:8]1[C@H:12]([C:13](O)=O)[CH2:11][O:10]C1(C)C)=O)(C)(C)C.[NH2:18][C:19]1[CH:20]=[C:21]([C:26]2[CH:31]=[CH:30][C:29]([C:32]#[N:33])=[CH:28][CH:27]=2)[CH:22]=[CH:23][C:24]=1[NH2:25]>>[NH2:8][C@H:12]([C:13]1[NH:25][C:24]2[CH:23]=[CH:22][C:21]([C:26]3[CH:31]=[CH:30][C:29]([C:32]#[N:33])=[CH:28][CH:27]=3)=[CH:20][C:19]=2[N:18]=1)[CH2:11][OH:10]. Reported procedure: The title compound was prepared according to Method 1 using (S)-3-(tert-butoxycarbonyl)-2,2-dimethyloxazolidine-4-carboxylic acid and 3′,4′-diaminobiphenyl-4-carbonitrile (Preparation 82). The residue was purified through an SCX cartridge followed by reverse phase column chromatography eluting with 0-60% MeCN in water. Reactants: [Li]CCCC (n-BuLi), FC1=C(C=CC=C1)F (1,2-difluorobenzene), C(C)(C)[Si](O[C@H]1CCC(CC=2C1=NC=CC2)=O)(C(C)C)C(C)C ((S)-9-(triisopropylsilyloxy)-8,9-dihydro-5H-cyclohepta[b]pyridin-6(7H)-one). Solvent: O1CCCC1 (tetrahydrofuran), O1CCCC1 (tetrahydrofuran). Conditions: temperature -65 celsius, time 30 minute. Yields the product FC1=C(C=CC=C1F)[C@]1(CC=2C(=NC=CC2)[C@H](CC1)O[Si](C(C)C)(C(C)C)C(C)C)O ((6S,9S)-6-(2,3-difluorophenyl)-9-(triisopropylsilyloxy)-6,7,8,9-tetrahydro-5H-cyclohepta[b]pyridin-6-ol). The yield is 79.1%. Reaction SMILES: [F:1][C:2]1[CH:7]=[CH:6][CH:5]=[CH:4][C:3]=1[F:8].[Li]CCCC.[CH:14]([Si:17]([CH:34]([CH3:36])[CH3:35])([CH:31]([CH3:33])[CH3:32])[O:18][C@@H:19]1[C:25]2=[N:26][CH:27]=[CH:28][CH:29]=[C:24]2[CH2:23][C:22](=[O:30])[CH2:21][CH2:20]1)([CH3:16])[CH3:15]>O1CCCC1>[F:1][C:2]1[C:3]([F:8])=[CH:4][CH:5]=[CH:6][C:7]=1[C@:22]1([OH:30])[CH2:21][CH2:20][C@H:19]([O:18][Si:17]([CH:31]([CH3:33])[CH3:32])([CH:34]([CH3:36])[CH3:35])[CH:14]([CH3:15])[CH3:16])[C:25]2=[N:26][CH:27]=[CH:28][CH:29]=[C:24]2[CH2:23]1. Procedure details: In an oven-dried 250 mL round-bottom flask was dissolved 1,2-difluorobenzene (0.680 mL, 6.90 mmol) in tetrahydrofuran (12 mL) under nitrogen. After cooling to −65° C., n-BuLi (1M in hexanes, 2.208 mL, 5.52 mmol) was added dropwise via syringe. After the mixture was stirred between −65 and −60° C. for 30 min, it was cooled down to −78° C. A solution of (S)-9-(triisopropylsilyloxy)-8,9-dihydro-5H-cyclohepta[b]pyridin-6(7H)-one (920.5 mg, 2.76 mmol) (80304-043) in tetrahydrofuran (4 mL plus 4 mL ri... Starting materials: ice water, FC(C(C(=O)OC)O)(C)C (Methyl 3-fluoro-2-hydroxy-3-methylbutanoate), COC1=NC(=NC(=C1)OC)S(=O)(=O)C (4,6-dimethoxy-2-methylsulphonylpyrimidine), C([O-])([O-])=O.[K+].[K+] (potassium carbonate). Solvent: CN(C=O)C (dimethylformamide). Reaction conditions: temperature 20 celsius, time 5 hour. The product is COC1=NC(=NC(=C1)OC)OC(C(=O)OC)C(C)(C)F (Methyl 2-(4,6-dimethoxy-2-pyrimidinyloxy)-3-fluoro-3-methylbutanoate). Reaction SMILES: [F:1][C:2]([CH3:10])([CH3:9])[CH:3]([OH:8])[C:4]([O:6][CH3:7])=[O:5].[CH3:11][O:12][C:13]1[CH:18]=[C:17]([O:19][CH3:20])[N:16]=[C:15](S(C)(=O)=O)[N:14]=1.C(=O)([O-])[O-].[K+].[K+]>CN(C)C=O>[CH3:11][O:12][C:13]1[CH:18]=[C:17]([O:19][CH3:20])[N:16]=[C:15]([O:8][CH:3]([C:2]([F:1])([CH3:10])[CH3:9])[C:4]([O:6][CH3:7])=[O:5])[N:14]=1 |f:2.3.4|. Procedure: 4 g (26.6 mmol) Methyl 3-fluoro-2-hydroxy-3-methylbutanoate and 5.81 g (26.6 mmol) 4,6-dimethoxy-2-methylsulphonylpyrimidine were dissolved in 75 ml dimethylformamide at 20° C. and treated with 1.84 g (13.3 mmol) potassium carbonate. The suspension was stirred for 5 hours at 20° C. and heated for one hour at 60° C. The reaction mixture was then poured into 150 ml ice-water and extracted with three lots of 75 ml ethyl acetate. The combined ethyl acetate phase was washed with water, dried over mag... Reactants: ClC=1C=C2C(=CC=NC2=CC1)CN1N=C2N(C(NC(C2=C1C1=NN=CN1C)=O)=O)CC(C)C (2-[(6-chloroquinolin-4-yl)methyl]-7-isobutyl-3-(4-methyl-4H-1,2,4-triazol-3-yl)-2H-pyrazolo[3,4-d]pyrimidine-4,6(5H,7H)-dione), BrCC#N (bromoacetonitrile). The product is ClC=1C=C2C(=CC=NC2=CC1)CN1N=C2N(C(N(C(C2=C1C1=NN=CN1C)=O)CC#N)=O)CC(C)C ([2-[(6-chloroquinolin-4-yl)methyl]-7-isobutyl-3-(4-methyl-4H-1,2,4-triazol-3-yl)-4,6-dioxo-2,4,6,7-tetrahydro-5H-pyrazolo[3,4-d]pyrimidin-5-yl]acetonitrile). As a reaction SMILES: [Cl:1][C:2]1[CH:3]=[C:4]2[C:9](=[CH:10][CH:11]=1)[N:8]=[CH:7][CH:6]=[C:5]2[CH2:12][N:13]1[C:21]([C:22]2[N:26]([CH3:27])[CH:25]=[N:24][N:23]=2)=[C:20]2[C:15]([N:16]([CH2:30][CH:31]([CH3:33])[CH3:32])[C:17](=[O:29])[NH:18][C:19]2=[O:28])=[N:14]1.Br[CH2:35][C:36]#[N:37]>>[Cl:1][C:2]1[CH:3]=[C:4]2[C:9](=[CH:10][CH:11]=1)[N:8]=[CH:7][CH:6]=[C:5]2[CH2:12][N:13]1[C:21]([C:22]2[N:26]([CH3:27])[CH:25]=[N:24][N:23]=2)=[C:20]2[C:15]([N:16]([CH2:30][CH:31]([CH3:33])[CH3:32])[C:17](=[O:29])[N:18]([CH2:35][C:36]#[N:37])[C:19]2=[O:28])=[N:14]1. Procedure details: This compound was made by alkylation of 2-[(6-chloroquinolin-4-yl)methyl]-7-isobutyl-3-(4-methyl-4H-1,2,4-triazol-3-yl)-2H-pyrazolo[3,4-d]pyrimidine-4,6(5H,7H)-dione with bromoacetonitrile following conditions in Example 6.d. 504.2 (M+H). Yields the product C(C)(C)(C)OC(=O)NCCN1C=C(C(=C1Cl)C1=CC(=CC=C1)C#N)C(=O)OC (methyl 1-(2-tert-butyloxycarbonylaminoethyl)-5-chloro-4-(3-cyanophenyl)-1H-pyrrole-3-carboxylate). Procedure details: To a solution of 9.38 g (36.0 mmol) of methyl 5-chloro-4-(3-cyano-phenyl)-1H-pyrrole-3-carboxylate in 60 ml of acetonitrile are added 2.88 g (72.0 mmol) of powdered sodium hydroxide and 0.49 g (1.4 mmol) of tetrabutylammonium hydrogen sulfate, and the mixture is stirred vigorously for a few minutes, followed by adding 9.68 g (43.2 mmol) of tert-butyl(2-bromoethyl)carbamate (CAS 39684-80-5), and the mixture is then stirred for 6 hours at reflux. After cooling, the mixture is taken up in 250 ml of... As a reaction SMILES: [Cl:1][C:2]1[NH:6][CH:5]=[C:4]([C:7]([O:9][CH3:10])=[O:8])[C:3]=1[C:11]1[CH:16]=[CH:15][CH:14]=[C:13]([C:17]#[N:18])[CH:12]=1.[OH-].[Na+].[C:21]([O:25][C:26](=[O:31])[NH:27][CH2:28][CH2:29]Br)([CH3:24])([CH3:23])[CH3:22]>C(#N)C.S([O-])(O)(=O)=O.C([N+](CCCC)(CCCC)CCCC)CCC.O>[C:21]([O:25][C:26]([NH:27][CH2:28][CH2:29][N:6]1[C:2]([Cl:1])=[C:3]([C:11]2[CH:16]=[CH:15][CH:14]=[C:13]([C:17]#[N:18])[CH:12]=2)[C:4]([C:7]([O:9][CH3:10])=[O:8])=[CH:5]1)=[O:31])([CH3:24])([CH3:23])[CH3:22] |f:1.2,5.6|. Isolated yield 92.9%. The reagents and catalysts are S(=O)(=O)(O)[O-].C(CCC)[N+](CCCC)(CCCC)CCCC (tetrabutylammonium hydrogen sulfate). The reactants are C(C)(C)(C)OC(NCCBr)=O (tert-butyl(2-bromoethyl)carbamate), ClC1=C(C(=CN1)C(=O)OC)C1=CC(=CC=C1)C#N (methyl 5-chloro-4-(3-cyano-phenyl)-1H-pyrrole-3-carboxylate), [OH-].[Na+] (sodium hydroxide). The solvent is O (water), C(C)#N (acetonitrile).